Dataset: the Open Reaction Database (ORD), a public repository of structured organic reaction records. Task: describe an organic reaction: reactants, conditions, products, and yield Isolated yield 18.7%. As a reaction SMILES: CC([N:5]([CH2:9][CH2:10][N:11]1[CH2:16][CH2:15][CH:14]([NH:17][C:18]2[N:22]([CH2:23][O:24][CH2:25][CH2:26][C:27]3[CH:32]=[CH:31][CH:30]=[C:29]([Br:33])[N:28]=3)[C:21]3[CH:34]=[CH:35][CH:36]=[CH:37][C:20]=3[N:19]=2)[CH2:13][CH2:12]1)C(=O)[O-])(C)C>CC(O)C.Br.C(O)(=O)C>[NH2:5][CH2:9][CH2:10][N:11]1[CH2:12][CH2:13][CH:14]([NH:17][C:18]2[N:22]([CH2:23][O:24][CH2:25][CH2:26][C:27]3[CH:32]=[CH:31][CH:30]=[C:29]([Br:33])[N:28]=3)[C:21]3[CH:34]=[CH:35][CH:36]=[CH:37][C:20]=3[N:19]=2)[CH2:15][CH2:16]1 |f:2.3|. The product is NCCN1CCC(CC1)NC1=NC2=C(N1COCCC1=NC(=CC=C1)Br)C=CC=C2 ((±)-N-[1-(2-aminoethyl)-4-piperidinyl]-1-[(6-bromo-2-pyridinyl)ethoxymethyl]-1H-benzimidazol-2-amine). Starting materials: CC(C)(C)N(C([O-])=O)CCN1CCC(CC1)NC1=NC2=C(N1COCCC1=NC(=CC=C1)Br)C=CC=C2 ((±)-1,1-dimethylethyl[2-[4-[[1-[(6-bromo-2-pyridinyl)ethoxymethyl]-1H-benzimidazol-2-yl]amino]-1-piperidinyl]-ethyl]carbamate). Reported procedure: A mixture of compound (7) (0.0026 mol) in 2-propanol (30 ml) and HBr/acetic acid (2 ml) was stirred and refluxed for 90 minutes and then cooled. The solvent was evaporated. The residue was taken up in CH2Cl2 and H2O. The organic layer was separated, dried, filtered and the solvent was evaporated. The residue was purified by column chromatography over silica gel (eluent: CH2Cl2/(CH3OH/NH3) 90/10). The pure fractions were collected and the solvent was evaporated. The residue was suspended in diiso... Solvent: CC(C)O (2-propanol), Br.C(C)(=O)O (HBr acetic acid).